From a dataset of the Open Reaction Database (ORD), a public repository of structured organic reaction records. describe an organic reaction: reactants, conditions, products, and yield Reactants: C(C1=CC=CC=C1)OC=1C(=NC=CC1)CN1C(C=2C(C1=O)=CC=CC2)=O (3-benzyloxy-2-phthalimidomethylpyridine), CNC (dimethylamine). Run in O (water). Yields the product NCC1=NC=CC=C1OCC1=CC=CC=C1 (2-aminomethyl-3-phenylmethoxypyridine). Reaction SMILES: [CH2:1]([O:8][C:9]1[C:10]([CH2:15][N:16]2C(=O)C3=CC=CC=C3C2=O)=[N:11][CH:12]=[CH:13][CH:14]=1)[C:2]1[CH:7]=[CH:6][CH:5]=[CH:4][CH:3]=1.CNC>O>[NH2:16][CH2:15][C:10]1[C:9]([O:8][CH2:1][C:2]2[CH:7]=[CH:6][CH:5]=[CH:4][CH:3]=2)=[CH:14][CH:13]=[CH:12][N:11]=1. Procedure details: Heat 75 gm of 3-benzyloxy-2-phthalimidomethylpyridine under reflux for one hour in 550 ml of a 40% aqueous dimethylamine solution. Cool the resulting reaction mixture to room temperature, then dilute it with 550 ml water and extract with dichloromethane. Wash the dichloromethane extract with brine and dry over anhydrous sodium sulfate. Filter the dried reaction mixture and remove the solvent dichloromethane from the filtrate under reduced pressure, yielding 2-aminomethyl-3-phenylmethoxypyridine,... Reactants: Cc1cc2ncccc2cc1CC(=O)OC(C)(C)C, [Na+], [OH-]. The product is Cc1cc2ncccc2cc1CC(=O)O. Reaction SMILES: [C:1]([CH3:2])([CH3:3])([CH3:4])[O:5][C:6]([CH2:7][c:8]1[cH:9][c:10]2[cH:11][cH:12][cH:13][n:14][c:15]2[cH:16][c:17]1[CH3:18])=[O:19].[Na+:21].[OH-:20]>>[O:5]=[C:6]([CH2:7][c:8]1[cH:9][c:10]2[cH:11][cH:12][cH:13][n:14][c:15]2[cH:16][c:17]1[CH3:18])[OH:19]. RXN SMILES: [S:1]1[C:5]2[CH:6]=[C:7]([N:10]3[CH2:14][CH2:13][NH:12][C:11]3=[O:15])[CH:8]=[CH:9][C:4]=2[N:3]=[CH:2]1.Br[C:17]1[CH:18]=[N:19][CH:20]=[C:21]([C:24]([F:27])([F:26])[F:25])[C:22]=1[CH3:23].N[C@@H]1CCCC[C@H]1N.P([O-])([O-])([O-])=[O:37].[K+].[K+].[K+]>[Cu](I)I.O1CCOCC1>[F:25][C:24]([F:27])([F:26])[C:11]([OH:15])=[O:37].[S:1]1[C:5]2[CH:6]=[C:7]([N:10]3[CH2:14][CH2:13][N:12]([C:17]4[CH:18]=[N:19][CH:20]=[C:21]([C:24]([F:26])([F:27])[F:25])[C:22]=4[CH3:23])[C:11]3=[O:15])[CH:8]=[CH:9][C:4]=2[N:3]=[CH:2]1 |f:3.4.5.6,9.10|. The solvent is O1CCOCC1 (1,4-dioxane). Reported procedure: 1-Benzothiazol-6-yl-imidazolidin-2-one (I-84b: 80 mg, 0.365 mmol) was reacted with 3-bromo-4-methyl-5-trifluoromethyl-pyridine (I-189a: 90 mg, 0.365 mmol), 1,4-dioxane (5 mL), copper iodide (6.95 mg, 0.0365 mmol), trans-1,2-diamino cyclohexane (12.5 mg, 0.1095 mmol) and potassium phosphate (232.4 mg, 1.095 mmol) to afford the crude product. Purification by preparative HPLC afforded Sing of the product (3.6% yield). Product: FC(C(=O)O)(F)F.S1C=NC2=C1C=C(C=C2)N2C(N(CC2)C=2C=NC=C(C2C)C(F)(F)F)=O (1-Benzothiazol-6-yl-3-(4-methyl-5-trifluoromethyl-pyridin-3-yl)-imidazolidin-2-one Trifluoro-acetic Acid). Reagents/catalysts: [Cu](I)I (copper iodide). The yield is 3.6%. Starting materials: S1C=NC2=C1C=C(C=C2)N2C(NCC2)=O (1-Benzothiazol-6-yl-imidazolidin-2-one), BrC=1C=NC=C(C1C)C(F)(F)F (3-bromo-4-methyl-5-trifluoromethyl-pyridine), N[C@H]1[C@@H](CCCC1)N (trans-1,2-diamino cyclohexane), P(=O)([O-])([O-])[O-].[K+].[K+].[K+] (potassium phosphate). Starting materials: FC(CN=C(NC1=NC(=NC=C1)SCCCNC(SC)=NC#N)N)(F)F (4-[2-(2,2,2-trifluoroethyl)guanidino]-2-[3-(3-cyano-2-methylisothioureido)propylthio]pyrimidine), C(O)CN (ethanolamine). Solvent: CO (methanol). Conditions: time 3 day. Yields the product FC(CN=C(NC1=NC(=NC=C1)SCCCNC(=NC#N)NCCO)N)(F)F (4-[2-(2,2,2-trifluoroethyl)guanidino]-2-[3-(2-cyano-3-[2-hydroxyethyl]guanidino)propylthio]pyrimidine). Reaction SMILES: [F:1][C:2]([F:26])([F:25])[CH2:3][N:4]=[C:5]([NH2:24])[NH:6][C:7]1[CH:12]=[CH:11][N:10]=[C:9]([S:13][CH2:14][CH2:15][CH2:16][NH:17][C:18](=[N:21][C:22]#[N:23])SC)[N:8]=1.[CH2:27]([CH2:29][NH2:30])[OH:28]>CO>[F:1][C:2]([F:26])([F:25])[CH2:3][N:4]=[C:5]([NH2:24])[NH:6][C:7]1[CH:12]=[CH:11][N:10]=[C:9]([S:13][CH2:14][CH2:15][CH2:16][NH:17][C:18]([NH:30][CH2:29][CH2:27][OH:28])=[N:21][C:22]#[N:23])[N:8]=1. Procedure details: A mixture of 4-[2-(2,2,2-trifluoroethyl)guanidino]-2-[3-(3-cyano-2-methylisothioureido)propylthio]pyrimidine (0.2 g.), methanol (2 ml.) and ethanolamine (0.5 ml.) was stirred at room temperature for 3 days and then evaporated to dryness. Water was added to the residue, the mixture extracted with ethyl acetate and the ethyl acetate extract dried and evaporated to dryness. The residue was recrystallised from acetonitrile to give 4-[2-(2,2,2-trifluoroethyl)guanidino]-2-[3-(2-cyano-3-[2-hydroxyethyl... Reactants: [Li+].C[Si](C)(C)[N-][Si](C)(C)C (LHMDS), BrC(C)C1=CC=C(C(=O)OC)C=C1 (methyl 4-(1-bromoethyl)benzoate), BrC=1C=C(C=CC1)CC(=O)OCC1=CC=C(C=C1)OC (4-Methoxybenzyl (3-bromophenyl)acetate). Run in C1CCOC1 (THF), C1CCOC1 (THF). Yields the product BrC=1C=C(C=CC1)C(C(C)C1=CC=C(C(=O)OC)C=C1)C(=O)OCC1=CC=C(C=C1)OC (Methyl 4-{2-(3-bromophenyl)-3-[(4-methoxybenzyl)oxy]-1-methyl-3-oxopropyl}benzoate). RXN SMILES: [Li+].C[Si]([N-][Si](C)(C)C)(C)C.[Br:11][C:12]1[CH:13]=[C:14]([CH2:18][C:19]([O:21][CH2:22][C:23]2[CH:28]=[CH:27][C:26]([O:29][CH3:30])=[CH:25][CH:24]=2)=[O:20])[CH:15]=[CH:16][CH:17]=1.Br[CH:32]([C:34]1[CH:43]=[CH:42][C:37]([C:38]([O:40][CH3:41])=[O:39])=[CH:36][CH:35]=1)[CH3:33]>C1COCC1>[Br:11][C:12]1[CH:13]=[C:14]([CH:18]([C:19]([O:21][CH2:22][C:23]2[CH:24]=[CH:25][C:26]([O:29][CH3:30])=[CH:27][CH:28]=2)=[O:20])[CH:32]([C:34]2[CH:43]=[CH:42][C:37]([C:38]([O:40][CH3:41])=[O:39])=[CH:36][CH:35]=2)[CH3:33])[CH:15]=[CH:16][CH:17]=1 |f:0.1|. Procedure: LHMDS (1.0M THF, 2.6 mL) was added dropwise to a −78° C. THF (4 mL) solution containing the intermediate from Step A (0.827 g, 2.47 mmol). After stirring 10 minutes a THF (4 mL) solution containing methyl 4-(1-bromoethyl)benzoate (0.6 g, 2.47 mmol) was added dropwise. The solution was allowed to warm to room temperature. After 1.5 hours the solution was partitioned between ethyl acetate and aqueous 1N HCl. The organic phase was washed with water, brine and dried over magnesium sulfate. The solut... Reactants: C(C=C)N(C(C(C)Br)=O)CC=C (N,N-diallyl α-bromopropionamide), [I-].[K+] (potassium iodide), BrC1=C(C=C(C=C1)N1C(C2=C(C1=O)CCCC2)=O)O (N-(4-bromo-3-hydroxyphenyl)-3,4,5,6-tetrahydrophthalimide), C([O-])([O-])=O.[K+].[K+] (potassium carbonate). Solvent: CC(=O)C (acetone). Product: BrC1=C(C=C(C=C1)N1C(C2=C(C1=O)CCCC2)=O)OC(C)C(N(CC=C)CC=C)=O (N-[[4-bromo-3-[1-(diallylcarbamoyl)ethoxy]phenyl]]-3,4,5,6-tetrahydrophthalimide). As a reaction SMILES: [CH2:1]([N:4]([CH2:10][CH:11]=[CH2:12])[C:5](=[O:9])[CH:6](Br)[CH3:7])[CH:2]=[CH2:3].[Br:13][C:14]1[CH:19]=[CH:18][C:17]([N:20]2[C:24](=[O:25])[C:23]3[CH2:26][CH2:27][CH2:28][CH2:29][C:22]=3[C:21]2=[O:30])=[CH:16][C:15]=1[OH:31].C(=O)([O-])[O-].[K+].[K+].[I-].[K+]>CC(C)=O>[Br:13][C:14]1[CH:19]=[CH:18][C:17]([N:20]2[C:21](=[O:30])[C:22]3[CH2:29][CH2:28][CH2:27][CH2:26][C:23]=3[C:24]2=[O:25])=[CH:16][C:15]=1[O:31][CH:6]([C:5](=[O:9])[N:4]([CH2:1][CH:2]=[CH2:3])[CH2:10][CH:11]=[CH2:12])[CH3:7] |f:2.3.4,5.6|. Procedure details: The reaction mixture was washed with water and dried and the solvent was distilled off to obtain 3.8 g. of N,N-diallyl α-bromopropionamide. The product was admixed with 3.5 g. of N-(4-bromo-3-hydroxyphenyl)-3,4,5,6-tetrahydrophthalimide, 2.2 g. of potassium carbonate, 1.8 g. of potassium iodide and 50 ml. of acetone.